The task is: describe an organic reaction: reactants, conditions, products, and yield. This data is from the Open Reaction Database (ORD), a public repository of structured organic reaction records. The reactants are O1CCOC2=C1C=CC(=C2)OC2=C(C(=O)O)C=CC=N2 (2-(2,3-Dihydro-benzo[1,4]dioxin-6-yloxy)-nicotinic acid), NCC1=CC=C(C=C1)C(C)(C)O (2-(4-Aminomethyl-phenyl)-propan-2-ol). The product is O1CCOC2=C1C=CC(=C2)OC2=C(C(=O)NCC1=CC=C(C=C1)C(C)(C)O)C=CC=N2 (2-(2,3-Dihydro-benzo[1,4]dioxin-6-yloxy)-N-[4-(1-hydroxy-1-methyl-ethyl)-benzyl]-nicotinamide). Reaction SMILES: [O:1]1[C:6]2[CH:7]=[CH:8][C:9]([O:11][C:12]3[N:20]=[CH:19][CH:18]=[CH:17][C:13]=3[C:14]([OH:16])=O)=[CH:10][C:5]=2[O:4][CH2:3][CH2:2]1.[NH2:21][CH2:22][C:23]1[CH:28]=[CH:27][C:26]([C:29]([OH:32])([CH3:31])[CH3:30])=[CH:25][CH:24]=1>>[O:1]1[C:6]2[CH:7]=[CH:8][C:9]([O:11][C:12]3[N:20]=[CH:19][CH:18]=[CH:17][C:13]=3[C:14]([NH:21][CH2:22][C:23]3[CH:28]=[CH:27][C:26]([C:29]([OH:32])([CH3:30])[CH3:31])=[CH:25][CH:24]=3)=[O:16])=[CH:10][C:5]=2[O:4][CH2:3][CH2:2]1. Procedure details: Prepared from 2-(2,3-Dihydro-benzo[1,4]dioxin-6-yloxy)-nicotinic acid and 2-(4-Aminomethyl-phenyl)-propan-2-ol. MS: m/e 421 (M++1), 1HNMR (CDCl3) δ1.51 (6H, s), 4.24 (4H, s), 4.66(2H, d), 6.57 (1H, dd), 6.85 (1h, d), 7.11(1H, dd), 7.28(2H, d), 7.41(2H, d), 8.19(2H, m), 8.61(1H, d).